Dataset: the Open Reaction Database (ORD), a public repository of structured organic reaction records. Task: describe an organic reaction: reactants, conditions, products, and yield The reactants are C(C)OC(=O)NCC(=O)C1=C(N=C2SC=CN21)C (5-ethoxycarbonylaminoacetyl-6-methylimidazo[2,1-b]thiazole), O.NN (hydrazine hydrate). Run in C(C)O (ethanol). The product is CC=1N=C2SC=CN2C1C=1CNC(NN1)=O (6-(6-methylimidazo[2,1-b]thiazol-5-yl)-4,5-dihydro-2H-1,2,4 triazin-3-one). Reaction SMILES: C(O[C:4]([NH:6][CH2:7][C:8]([C:10]1[N:17]2[C:13]([S:14][CH:15]=[CH:16]2)=[N:12][C:11]=1[CH3:18])=O)=[O:5])C.O.[NH2:20][NH2:21]>C(O)C>[CH3:18][C:11]1[N:12]=[C:13]2[N:17]([C:10]=1[C:8]1[CH2:7][NH:6][C:4](=[O:5])[NH:20][N:21]=1)[CH:16]=[CH:15][S:14]2 |f:1.2|. Procedure details: A mixture of 7 g of 5-ethoxycarbonylaminoacetyl-6-methylimidazo[2,1-b]thiazole, 100 ml of ethanol and 8 ml of 100% hydrazine hydrate is refluxed under heating for 2 days. After cooling, crystals are collected by filtration and recrystallized from a mixed solvent of chloroform and methanol to give 3.4 g of 6-(6-methylimidazo[2,1-b]thiazol-5-yl)-4,5-dihydro-2H-1,2,4 triazin-3-one as white crystals, melting at 293°-295° C. with decomposition. Starting materials: diazonium salt, FC1=C2C=CC(=CC2=CC=C1F)Br (5,6-difluoro-2-bromonaphthalene), F[B-](F)(F)F.[H+] (tetrafluoroboric acid), C(CCCC)C1CC=CCC1 (4-pentylcyclohexanene), BrC=1C=C2C=CC(=C(C2=CC1)F)N (6-bromo-1-fluoro-2-naphthylamine), diazonium salt, FC=1C=C2C=CC(=CC2=CC1)Br (6-fluoro-2-bromonaphthalene). Procedure details: The procedure of Example 14 was followed except that 5,6-difluoro-2-bromonaphthalene (synthesized by converting 6-bromo-1-fluoro-2-naphthylamine to a diazonium salt of tetrafluoroboric acid, and then subjecting the diazonium salt to thermal decomposition) was used instead of 6-fluoro-2-bromonaphthalene and 4-pentylcyclohexanene was used instead of 4-propylcyclohexanene to obtain 5,6-difluoro-2-(trans-4-pentylcyclohexyl)naphthalene. Yields the product FC1=C2C=CC(=CC2=CC=C1F)[C@@H]1CC[C@H](CC1)CCCCC (5,6-difluoro-2-(trans-4-pentylcyclohexyl)naphthalene). As a reaction SMILES: [F:1][C:2]1[C:11]([F:12])=[CH:10][CH:9]=[C:8]2[C:3]=1[CH:4]=[CH:5][C:6](Br)=[CH:7]2.BrC1C=C2C(=CC=1)C(F)=C(N)C=C2.F[B-](F)(F)F.[H+].FC1C=C2C(=CC=1)C=C(Br)C=C2.[CH2:45]([CH:50]1[CH2:55][CH2:54][CH:53]=[CH:52][CH2:51]1)[CH2:46][CH2:47][CH2:48][CH3:49]>>[F:1][C:2]1[C:11]([F:12])=[CH:10][CH:9]=[C:8]2[C:3]=1[CH:4]=[CH:5][C:6]([C@H:53]1[CH2:52][CH2:51][C@H:50]([CH2:45][CH2:46][CH2:47][CH2:48][CH3:49])[CH2:55][CH2:54]1)=[CH:7]2 |f:2.3|.